Dataset: the Open Reaction Database (ORD), a public repository of structured organic reaction records. Task: describe an organic reaction: reactants, conditions, products, and yield The reactants are ice water, C(C)C=1C=CC(=C(C1)CC(=O)O)I (5-Ethyl-2-iodophenylacetic acid), S(=O)(Cl)Cl (Thionyl chloride), CN(C)C=O (DMF). Solvent: C(Cl)Cl (methylene chloride), C(Cl)Cl (methylene chloride). Run at time 3.5 hour. Yields the product C(C)C=1C=CC(=C(C1)CC(=O)Cl)I (5-ethyl-2-iodophenylacetyl chloride). RXN SMILES: [CH2:1]([C:3]1[CH:4]=[CH:5][C:6]([I:13])=[C:7]([CH2:9][C:10](O)=[O:11])[CH:8]=1)[CH3:2].CN(C=O)C.S(Cl)([Cl:21])=O>C(Cl)Cl>[CH2:1]([C:3]1[CH:4]=[CH:5][C:6]([I:13])=[C:7]([CH2:9][C:10]([Cl:21])=[O:11])[CH:8]=1)[CH3:2]. Procedure: 5-Ethyl-2-iodophenylacetic acid is dissolved in methylene chloride (400 ml) and DMF (1 ml) is added. Thionyl chloride (21 ml, 300 mmol) is then added dropwise over 20 minutes. The mixture is heated to reflux and heating continued for 3.5 hours when the mixture is cooled and ice-water (400 ml) and methylene chloride (300 ml) are added. The layers are separated, the organic layer is washed with a sodium bicarbonate solution, saturated brine, dried (magnesium sulfate), and evaporated under reduced ... Product: O=C(C1CCCN1C(=O)C1CCc2ccccc2C1)N1CCCC1. The reactants are O=C(O)C1CCCN1C(=O)C1CCc2ccccc2C1, C1CCNC1, C1CSCN1. As a reaction SMILES: [CH2:1]1[CH:2]([C:11](=[O:12])[N:13]2[CH:14]([C:15](=[O:16])[OH:17])[CH2:18][CH2:19][CH2:20]2)[CH2:3][CH2:4][c:5]2[cH:6][cH:7][cH:8][cH:9][c:10]21.[CH2:21]1[CH2:22][CH2:23][NH:24][CH2:25]1.[S:26]1[CH2:27][CH2:28][NH:29][CH2:30]1>>[CH2:1]1[CH:2]([C:11](=[O:12])[N:13]2[CH:14]([C:15](=[O:16])[N:24]3[CH2:23][CH2:22][CH2:21][CH2:25]3)[CH2:18][CH2:19][CH2:20]2)[CH2:3][CH2:4][c:5]2[cH:6][cH:7][cH:8][cH:9][c:10]21. Starting materials: NC=1C=C(C(=C(C1)CN1C(N(C(=CC1=O)C(F)(F)F)C)=O)Cl)Cl (3-(5-amino-2,3-dichlorophenylmethyl)-1-methyl-6-trifluoromethyluracil), II (iodine), N(=O)OC(C)(C)C (tertiarybutyl nitrite). Solvent: CS(=O)C (dimethyl sulfoxide). Yields the product ClC1=C(C=C(C=C1Cl)I)CN1C(N(C(=CC1=O)C(F)(F)F)C)=O (3-(2,3-dichloro-5-iodophenylmethyl)-1-methyl-6-trifluoromethyluracil). Isolated yield 110.3%. RXN SMILES: N[C:2]1[CH:3]=[C:4]([Cl:23])[C:5]([Cl:22])=[C:6]([CH2:8][N:9]2[C:14](=[O:15])[CH:13]=[C:12]([C:16]([F:19])([F:18])[F:17])[N:11]([CH3:20])[C:10]2=[O:21])[CH:7]=1.[I:24]I.N(OC(C)(C)C)=O>CS(C)=O>[Cl:22][C:5]1[C:4]([Cl:23])=[CH:3][C:2]([I:24])=[CH:7][C:6]=1[CH2:8][N:9]1[C:14](=[O:15])[CH:13]=[C:12]([C:16]([F:19])([F:18])[F:17])[N:11]([CH3:20])[C:10]1=[O:21]. Procedure details: By the method of Example 2, Step B, 2.67 grams (0.00725 mole) of 3-(5-amino-2,3-dichlorophenylmethyl)-1-methyl-6-trifluoromethyluracil, 1.84 grams (0.00725 mole) of iodine, and 1.12 grams (0.0109 mole) of tertiarybutyl nitrite were reacted in 10 mL of dimethyl sulfoxide, yielding 3.83 grams of 3-(2,3-dichloro-5-iodophenylmethyl)-1-methyl-6-trifluoromethyluracil as a light brown solid, m.p. 142°-144° C. The NMR and IR spectra were consistent with the proposed structure. The reactants are C1(=CC=CC=C1)O (phenol), C(OC1=CC=CC=C1)(OC)=O (phenyl methyl carbonate). The product is C(OC1=CC=CC=C1)(OC1=CC=CC=C1)=O (diphenyl carbonate). Reaction SMILES: [C:1]1([OH:7])[CH:6]=[CH:5][CH:4]=[CH:3][CH:2]=1.[C:8](=O)([O:16]C)[O:9][C:10]1[CH:15]=[CH:14][CH:13]=[CH:12][CH:11]=1>>[C:8](=[O:16])([O:9][C:10]1[CH:15]=[CH:14][CH:13]=[CH:12][CH:11]=1)[O:7][C:1]1[CH:6]=[CH:5][CH:4]=[CH:3][CH:2]=1. Procedure details: A stream 11 essentially containing all the non-reacted phenol, phenyl methyl carbonate and any possible diphenyl carbonate produced, the transesterification catalyst and a fraction of the dimethylcarbonate fed, is extracted from the bottom of the reaction section of column C1 so that the molar ratio, in this stream, between the dimethyl carbonate and the phenol is between 0.5 and 5, normally between 1.0 and 5.0. This fraction usually forms between about 10 and about 60% of the total dimethyl car...